Dataset: the Open Reaction Database (ORD), a public repository of structured organic reaction records. Task: describe an organic reaction: reactants, conditions, products, and yield The reactants are CCCC[N+](CCCC)(CCCC)CCCC.[F-] (TBAF), [Si](C)(C)(C(C)(C)C)OCC=1C2=CN(N=C2C=CC1)C1=CC=C(C#N)C=C1 (4-[4-({[tert-Butyl(dimethyl)silyl]oxy}methyl)-2H-indazol-2-yl]benzonitrile). Solvent: C1CCOC1 (THF), CCOC(=O)C (EtOAc). Conditions: time 1 hour. The product is OCC=1C2=CN(N=C2C=CC1)C1=CC=C(C#N)C=C1 (4-[4-(Hydroxymethyl)-2H-indazol-2-yl]benzonitrile). Yield: 100.0%. As a reaction SMILES: CCCC[N+](CCCC)(CCCC)CCCC.[F-].[Si]([O:26][CH2:27][C:28]1[C:29]2[C:33]([CH:34]=[CH:35][CH:36]=1)=[N:32][N:31]([C:37]1[CH:44]=[CH:43][C:40]([C:41]#[N:42])=[CH:39][CH:38]=1)[CH:30]=2)(C(C)(C)C)(C)C>C1COCC1.CCOC(C)=O>[OH:26][CH2:27][C:28]1[C:29]2[C:33]([CH:34]=[CH:35][CH:36]=1)=[N:32][N:31]([C:37]1[CH:38]=[CH:39][C:40]([C:41]#[N:42])=[CH:43][CH:44]=1)[CH:30]=2 |f:0.1|. Procedure details: TBAF (1.3 eq., 1M in THF) was added dropwise to a solution of (C4) in dry THF (0.1 M) and allowed to stir at RT for 1 h. The reaction mixture was diluted with EtOAc and washed with 1N HCl (2×), sat. aq. NaHCO3, brine and dried (Na2SO4). Evaporation of the solvent yielded (100%) the title compound. 1H NMR (300 MHz, DMSO-d6, 300K) δ 9.33 (1H, s), 8.36 (2H, d, 8.5 Hz), 8.11 (2H, d, J=8.2 Hz*−), 7.62 (1H, d, J=8.5 Hz), 7.36 (1H, t, J=7.3 Hz), 7.12 (1H, d, J=6.6 Hz), 5.36 (1H, bt, J=5.4 Hz), 4.84 (2H... Starting materials: C(C)(C)(C)OC(=O)N1CCOC2=C1C=CC=C2C(=O)C2=NC=C(C=C2N(COC)S(=O)(=O)C2=CC(=C(C=C2)Cl)C(F)(F)F)Cl (8-{5-chloro-3-[(4-chloro-3-trifluoromethyl-benzenesulfonyl)-methoxymethyl-amino]-pyridine-2-carbonyl}-2,3-dihydro-benzo[1,4]oxazine-4-carboxylic acid tert-butyl ester). Run in Cl (HCl), O (water). The product is ClC1=C(C=C(C=C1)S(=O)(=O)NC=1C(=NC=C(C1)Cl)C(=O)C1=CC=CC=2NCCOC21)C(F)(F)F (4-chloro-N-[5-chloro-2-(3,4-dihydro-2H-benzo[1,4]oxazine-8-carbonyl)-pyridin-3-yl]-3-trifluoromethyl-benzenesulfonamide). Yield: 52.4%. RXN SMILES: C(OC([N:8]1[C:13]2[CH:14]=[CH:15][CH:16]=[C:17]([C:18]([C:20]3[C:25]([N:26]([S:30]([C:33]4[CH:38]=[CH:37][C:36]([Cl:39])=[C:35]([C:40]([F:43])([F:42])[F:41])[CH:34]=4)(=[O:32])=[O:31])COC)=[CH:24][C:23]([Cl:44])=[CH:22][N:21]=3)=[O:19])[C:12]=2[O:11][CH2:10][CH2:9]1)=O)(C)(C)C>Cl.O>[Cl:39][C:36]1[CH:37]=[CH:38][C:33]([S:30]([NH:26][C:25]2[C:20]([C:18]([C:17]3[C:12]4[O:11][CH2:10][CH2:9][NH:8][C:13]=4[CH:14]=[CH:15][CH:16]=3)=[O:19])=[N:21][CH:22]=[C:23]([Cl:44])[CH:24]=2)(=[O:31])=[O:32])=[CH:34][C:35]=1[C:40]([F:42])([F:43])[F:41]. Procedure details: A solution of 8-{5-chloro-3-[(4-chloro-3-trifluoromethyl-benzenesulfonyl)-methoxymethyl-amino]-pyridine-2-carbonyl}-2,3-dihydro-benzo[1,4]oxazine-4-carboxylic acid tert-butyl ester (510.2 mg) in 3 mL HCl (4 M in dioxane) and water (1 mL) was heated at 80° C. for overnight. Upon cooling to room temperature, the mixture was concentrated and the residue was purified by flash column chromatography on silica gel to afford 4-chloro-N-[5-chloro-2-(3,4-dihydro-2H-benzo[1,4]oxazine-8-carbonyl)-pyridin-3-... Starting materials: Cl.NC1=CC=2CC3=C(NC(C=4N3C=CN4)=O)C2C=C1 (8-amino-5H,10H-imidazo[1,2-a]indeno[1,2-e]pyrazine-4-one hydrochloride), COC1=C(C=CC=C1)N=C=O (2-methoxyphenyl isocyanate). Run in C(C)N(CC)CC (triethylamine). Reaction conditions: time 6 hour. Yields the product COC1=C(C=CC=C1)NC(NC1=CC=2CC3=C(NC(C=4N3C=CN4)=O)C2C=C1)=O (8-[3-(2-methoxyphenyl)ureido]-5H,10H-imidazo[1,2-a]indeno[1,2-e]pyrazine-4-one). RXN SMILES: Cl.[NH2:2][C:3]1[CH:19]=[CH:18][C:17]2[C:8]3[NH:9][C:10](=[O:16])[C:11]4[N:12]([CH:13]=[CH:14][N:15]=4)[C:7]=3[CH2:6][C:5]=2[CH:4]=1.[CH3:20][O:21][C:22]1[CH:27]=[CH:26][CH:25]=[CH:24][C:23]=1[N:28]=[C:29]=[O:30]>C(N(CC)CC)C>[CH3:20][O:21][C:22]1[CH:27]=[CH:26][CH:25]=[CH:24][C:23]=1[NH:28][C:29](=[O:30])[NH:2][C:3]1[CH:19]=[CH:18][C:17]2[C:8]3[NH:9][C:10](=[O:16])[C:11]4[N:12]([CH:13]=[CH:14][N:15]=4)[C:7]=3[CH2:6][C:5]=2[CH:4]=1 |f:0.1|. Reported procedure: The preparation is carried out in the same way as in Example 20, from 1 g of 8-amino-5H,10H-imidazo[1,2-a]indeno[1,2-e]pyrazine-4-one hydrochloride, 1 ml of triethylamine and 0.97 ml of 2-methoxyphenyl isocyanate. After reacting for 6 hours at a temperature in the region of 20° C., the insoluble material is filtered and washed with water and then with isopropyl ether. 0.3 g of 8-[3-(2-methoxyphenyl)ureido]-5H,10H-imidazo[1,2-a]indeno[1,2-e]pyrazine-4-one are thus obtained in the form of a beige ... Reactants: O (water), ClC1=CC=C(C=C1)OC(N(C)[C@@H]1CC[C@H](CC1)CO)=O (trans-(4-Hydroxymethyl-cyclohexyl)-methyl-carbamic acid 4-chloro-phenyl ester), CS(=O)(=O)Cl (methanesulfonylchloride), N1=CC=CC=C1 (pyridine). The reagents and catalysts are CN(C)C=1C=CN=CC1 (DMAP). Solvent: C(Cl)Cl (CH2Cl2). Conditions: time 5 minute. Yields the product ClC1=CC=C(OC(=O)N([C@@H]2CC[C@H](CC2)COS(=O)(=O)C)C)C=C1 (trans-Methanesulfonic acid 4-[(4-chloro-phenoxycarbonyl)-methyl-amino]-cyclohexylmethyl ester). The yield is 97.0%. Reaction SMILES: [Cl:1][C:2]1[CH:7]=[CH:6][C:5]([O:8][C:9](=[O:20])[N:10]([C@H:12]2[CH2:17][CH2:16][C@H:15]([CH2:18][OH:19])[CH2:14][CH2:13]2)[CH3:11])=[CH:4][CH:3]=1.[CH3:21][S:22](Cl)(=[O:24])=[O:23].N1C=CC=CC=1.O>C(Cl)Cl.CN(C1C=CN=CC=1)C>[Cl:1][C:2]1[CH:3]=[CH:4][C:5]([O:8][C:9]([N:10]([CH3:11])[C@H:12]2[CH2:17][CH2:16][C@H:15]([CH2:18][O:19][S:22]([CH3:21])(=[O:24])=[O:23])[CH2:14][CH2:13]2)=[O:20])=[CH:6][CH:7]=1. Procedure details: A solution of 0.6 g (2.03 mmol) of trans-(4-Hydroxymethyl-cyclohexyl)-methyl-carbamic acid 4-chloro-phenyl ester in 15 ml CH2Cl2 was treated with 0.17 ml (2.24 mmol) methanesulfonylchloride, 0.5 ml (6.1 mmol) pyridine and 0.25 g (2.03 mmol) DMAP at 0° C. The reaction mixture was warmed up over night to room temperature, water (2 ml) was added and the reaction mixture was stirred for 5 min. After extraction with aqueous 10% KHSO4/Et2O (3×), the organic phases were washed with aqueous saturated Na... The reactants are BrC1=C(N=C2N(C1=O)C=C(C=C2)F)CCl (3-bromo-2-(chloromethyl)-7-fluoro-4H-pyrido[1,2-a]pyrimidin-4-one), C(C)(=O)[O-].[K+] (potassium acetate), CN(C)C=O (DMF). Run in O (water). Reaction conditions: temperature 40 celsius, time 3 hour. Product: C(C)(=O)OCC=1N=C2N(C(C1Br)=O)C=C(C=C2)F ((3-bromo-7-fluoro-4-oxo-4H-pyrido[1,2-a]pyrimidin-2-yl)methyl acetate). As a reaction SMILES: [Br:1][C:2]1[C:7](=[O:8])[N:6]2[CH:9]=[C:10]([F:13])[CH:11]=[CH:12][C:5]2=[N:4][C:3]=1[CH2:14]Cl.[C:16]([O-:19])(=[O:18])[CH3:17].[K+].CN(C=O)C>O>[C:16]([O:19][CH2:14][C:3]1[N:4]=[C:5]2[CH:12]=[CH:11][C:10]([F:13])=[CH:9][N:6]2[C:7](=[O:8])[C:2]=1[Br:1])(=[O:18])[CH3:17] |f:1.2|. Procedure: A mixture of 3-bromo-2-(chloromethyl)-7-fluoro-4H-pyrido[1,2-a]pyrimidin-4-one (10.60 g, 36.36 mmol), potassium acetate (4.283 g, 43.64 mmol), and DMF (138.5 mL) was stirred at 40° C. After 3 h, the mixture was concd under reduced pressure. To the residue was added water (200 mL) and the resulting precipitate was collected by filtration, washed with water (300 mL), and dried to give (3-bromo-7-fluoro-4-oxo-4H-pyrido[1,2-a]pyrimidin-2-yl)methyl acetate as a brown solid: 1H NMR (400 MHz, DMSO-d6) ... Reactants: CC(C)(C)OC(=O)NCCCNc1c([N+](=O)[O-])cnc2cc(OCc3ccccc3)ccc12, CCOC(C)=O. Product: CC(C)(C)OC(=O)NCCCNc1c(N)cnc2cc(OCc3ccccc3)ccc12. As a reaction SMILES: [CH2:1]([c:2]1[cH:3][cH:4][cH:5][cH:6][cH:7]1)[O:8][c:9]1[cH:10][cH:11][c:12]2[c:13]([NH:22][CH2:23][CH2:24][CH2:25][NH:26][C:27]([O:28][C:29]([CH3:30])([CH3:31])[CH3:32])=[O:33])[c:14]([N+:19]([O-:20])=[O:21])[cH:15][n:16][c:17]2[cH:18]1.[CH3:34][CH2:35][O:36][C:37](=[O:38])[CH3:39]>>[CH2:1]([c:2]1[cH:3][cH:4][cH:5][cH:6][cH:7]1)[O:8][c:9]1[cH:10][cH:11][c:12]2[c:13]([NH:22][CH2:23][CH2:24][CH2:25][NH:26][C:27]([O:28][C:29]([CH3:30])([CH3:31])[CH3:32])=[O:33])[c:14]([NH2:19])[cH:15][n:16][c:17]2[cH:18]1. Starting materials: Brc1cccnc1, [Li]C(C)(C)C, C1CCOC1, COc1ccc2cc(Br)ccc2n1, CCCCC, [Cl-], [Cl-], [Cl-], [NH4+], [Zn+2]. Yields the product COc1ccc2cc(-c3cccnc3)ccc2n1. As a reaction SMILES: [Br:6][c:7]1[cH:8][n:9][cH:10][cH:11][cH:12]1.[C:1]([Li:2])([CH3:3])([CH3:4])[CH3:5].[CH2:33]1[O:34][CH2:35][CH2:36][CH2:37]1.[CH3:13][O:14][c:15]1[n:16][c:17]2[cH:18][cH:19][c:20]([Br:25])[cH:21][c:22]2[cH:23][cH:24]1.[CH3:28][CH2:29][CH2:30][CH2:31][CH3:32].[Cl-:26].[Cl-:38].[Cl-:40].[NH4+:27].[Zn+2:39]>>[c:7]1(-[c:20]2[cH:19][cH:18][c:17]3[n:16][c:15]([O:14][CH3:13])[cH:24][cH:23][c:22]3[cH:21]2)[cH:8][n:9][cH:10][cH:11][cH:12]1.